From a dataset of the Open Reaction Database (ORD), a public repository of structured organic reaction records. describe an organic reaction: reactants, conditions, products, and yield Reaction SMILES: [CH2:1]([O:2][CH2:3][n:5]1[c:6]([S:24][CH2:25][CH2:26][Cl:27])[n:7][c:8]2[n:9]([CH3:23])[c:10](=[O:22])[n:11]([CH2:15][CH2:16][CH2:17][CH2:18][CH:19]([CH3:20])[OH:21])[c:12](=[O:14])[c:13]12)[CH3:4].[CH3:29][CH2:30][OH:31].[ClH:28]>>[nH:5]1[c:6]([S:24][CH2:25][CH2:26][Cl:27])[n:7][c:8]2[n:9]([CH3:23])[c:10](=[O:22])[n:11]([CH2:15][CH2:16][CH2:17][CH2:18][CH:19]([CH3:20])[OH:21])[c:12](=[O:14])[c:13]12. Yields the product CC(O)CCCCn1c(=O)c2[nH]c(SCCCl)nc2n(C)c1=O. The reactants are CCOCn1c(SCCCl)nc2c1c(=O)n(CCCCC(C)O)c(=O)n2C, CCO, Cl. The reactants are Compound I, IC1=C(C(=O)O)C(=CC(=C1N)I)I (2,4,6-triiodo-3-amino-benzoic acid), C1(C=2C(C(N1CCCCCC(=O)Cl)=O)=CC=CC2)=O (ε-phthalimidocaproic acid chloride). Product: IC1=C(C(=O)O)C(=CC(=C1NC(CCCCCN)=O)I)I (2,4,6-triiodo-3-ε-aminocaproylamino-benzoic acid). As a reaction SMILES: [I:1][C:2]1[C:10]([NH2:11])=[C:9]([I:12])[CH:8]=[C:7]([I:13])[C:3]=1[C:4]([OH:6])=[O:5].C1(=O)[N:18]([CH2:19][CH2:20][CH2:21][CH2:22][CH2:23][C:24](Cl)=[O:25])C(=O)C2=CC=CC=C12>>[I:1][C:2]1[C:10]([NH:11][C:24](=[O:25])[CH2:23][CH2:22][CH2:21][CH2:20][CH2:19][NH2:18])=[C:9]([I:12])[CH:8]=[C:7]([I:13])[C:3]=1[C:4]([OH:6])=[O:5]. Reported procedure: The same procedure is used as for Compound I, using 2,4,6-triiodo-3-amino-benzoic acid as iodo starting material and ε-phthalimidocaproic acid chloride. The reactants are CCOCCO, N#CCc1c(Cl)cccc1Cl, [Na+], [Na], O=C([O-])O. Yields the product NC(=O)Cc1c(Cl)cccc1Cl. As a reaction SMILES: [CH3:13][CH2:14][O:15][CH2:16][CH2:17][OH:18].[Cl:2][c:3]1[c:4]([CH2:10][C:11]#[N:12])[c:5]([Cl:9])[cH:6][cH:7][cH:8]1.[Na+:23].[Na:1].[O-:19][C:20]([OH:21])=[O:22]>>[Cl:2][c:3]1[c:4]([CH2:10][C:11]([NH2:12])=[O:15])[c:5]([Cl:9])[cH:6][cH:7][cH:8]1.